This data is from the Open Reaction Database (ORD), a public repository of structured organic reaction records. The task is: describe an organic reaction: reactants, conditions, products, and yield The product is COC(=O)C(O)c1ccccc1[N+](=O)[O-]. The reactants are CO, O=C(O)C(O)c1ccccc1[N+](=O)[O-], O=S(=O)(O)O. Reaction SMILES: [CH3:20][OH:21].[OH:1][CH:2]([C:3](=[O:4])[OH:5])[c:6]1[c:7]([N+:12](=[O:13])[O-:14])[cH:8][cH:9][cH:10][cH:11]1.[S:15](=[O:16])(=[O:17])([OH:18])[OH:19]>>[OH:1][CH:2]([C:3](=[O:4])[O:5][CH3:20])[c:6]1[c:7]([N+:12](=[O:13])[O-:14])[cH:8][cH:9][cH:10][cH:11]1. Starting materials: FC1=C(C=CC(=C1)B1OC(C(O1)(C)C)(C)C)C=1N=CC(=NC1)N (5-(2-fluoro-4-(4,4,5,5-tetramethyl-1,3,2-dioxaborolan-2-yl)phenyl)pyrazin-2-amine), BrC1=C(C=CC=C1)O (2-bromophenol). The product is NC=1N=CC(=NC1)C1=C(C=C(C=C1)C=1C(=CC=CC1)O)F (4′-(5-Aminopyrazin-2-yl)-3′-fluorobiphenyl-2-ol). RXN SMILES: [F:1][C:2]1[CH:7]=[C:6](B2OC(C)(C)C(C)(C)O2)[CH:5]=[CH:4][C:3]=1[C:17]1[N:18]=[CH:19][C:20]([NH2:23])=[N:21][CH:22]=1.Br[C:25]1[CH:30]=[CH:29][CH:28]=[CH:27][C:26]=1[OH:31]>>[NH2:23][C:20]1[N:21]=[CH:22][C:17]([C:3]2[CH:4]=[CH:5][C:6]([C:25]3[C:26]([OH:31])=[CH:27][CH:28]=[CH:29][CH:30]=3)=[CH:7][C:2]=2[F:1])=[N:18][CH:19]=1. Procedure: The title compound was prepared using analogous conditions to those described in Example 1 utilizing 5-(2-fluoro-4-(4,4,5,5-tetramethyl-1,3,2-dioxaborolan-2-yl)phenyl)pyrazin-2-amine and 2-bromophenol. MS (ESI): mass calcd. for C16H12FN3O, 281.10; m/z found, 282.0 [M+H]+. 1H NMR (400 MHz, DMSO-d6) δ 9.72 (s, 1H), 8.36 (s, 1H), 8.01 (d, J=1.4, 1H), 7.87 (m, 1H), 7.49 (dd, J=4.4, 1.3, 1H), 7.45 (s, 1H), 7.34 (dd, J=7.4, 1.3, 1H), 7.19 (m, 1H), 6.95 (d, J=7.3, 1H), 6.89 (m, 1H), 6.68 (s, 2H).